Dataset: the Open Reaction Database (ORD), a public repository of structured organic reaction records. Task: describe an organic reaction: reactants, conditions, products, and yield The reactants are ClC=1C=NC(=C(C(=O)OC)C1)C1=CC(=CC=C1)F (methyl 5-chloro-2-(3-fluorophenyl)nicotinate), C(C)(=O)OO (ethaneperoxoic acid). The product is ClC=1C=[N+](C(=C(C(=O)OC)C1)C1=CC(=CC=C1)F)[O-] (Methyl 5-chloro-2-(3-fluorophenyl)nicotinate 1-oxide). The yield is 60.6%. RXN SMILES: [Cl:1][C:2]1[CH:3]=[N:4][C:5]([C:12]2[CH:17]=[CH:16][CH:15]=[C:14]([F:18])[CH:13]=2)=[C:6]([CH:11]=1)[C:7]([O:9][CH3:10])=[O:8].C(OO)(=[O:21])C>>[Cl:1][C:2]1[CH:3]=[N+:4]([O-:21])[C:5]([C:12]2[CH:17]=[CH:16][CH:15]=[C:14]([F:18])[CH:13]=2)=[C:6]([CH:11]=1)[C:7]([O:9][CH3:10])=[O:8]. Procedure details: A solution of methyl 5-chloro-2-(3-fluorophenyl)nicotinate (11 g, 41 mmol) in ethaneperoxoic acid (30 mL, 100 mmol) was heated at 90° C. for 1 hour. Evaporation and purification by flash column chromatography with ethyl acetate in hexanes (0-50%) gave the desired compound (7.0 g, 68%). LCMS calculated for C13H10ClFNO3 (M+H)+: m/z=282.0. found: 281.8. 1H NMR (300 MHz, DMSO-d6): δ 8.83 (s, 1H), 7.85 (s, 1H), 7.49 (m, 1H), 7.25 (m, 2H), 7.14 (m, 1H), 3.32 (s, 3H). Reactants: [Cl-].[NH4+] (ammonium chloride), C(C)(C)(C)OC(=O)N1CCC(CC1)O (1-t-butoxycarbonyl-4-hydroxypiperidine), [H-].[Na+] (sodium hydride), BrCC(=O)OCC (ethyl bromoacetate). Solvent: O1CCCC1 (tetrahydrofuran), O1CCCC1 (tetrahydrofuran). Conditions: temperature 0 celsius, time 13.5 hour. Product: C(C)(C)(C)OC(=O)N1CCC(CC1)OCC(=O)OCC (1-t-Butoxycarbonyl-4-ethoxycarbonylmethoxypiperidine). Yield: 43.8%. As a reaction SMILES: [C:1]([O:5][C:6]([N:8]1[CH2:13][CH2:12][CH:11]([OH:14])[CH2:10][CH2:9]1)=[O:7])([CH3:4])([CH3:3])[CH3:2].[H-].[Na+].Br[CH2:18][C:19]([O:21][CH2:22][CH3:23])=[O:20].[Cl-].[NH4+]>O1CCCC1>[C:1]([O:5][C:6]([N:8]1[CH2:13][CH2:12][CH:11]([O:14][CH2:18][C:19]([O:21][CH2:22][CH3:23])=[O:20])[CH2:10][CH2:9]1)=[O:7])([CH3:4])([CH3:2])[CH3:3] |f:1.2,4.5|. Procedure details: A mixture of 10.05 g of 1-t-butoxycarbonyl-4-hydroxypiperidine and 50 ml of tetrahydrofuran was stirred with 2.6 g of sodium hydride at room temperature for 30 minutes and then cooled to 0° C. A liquid mixture of 10.02 g of ethyl bromoacetate and 50 ml of tetrahydrofuran was added, and the reaction solution was stirred for 13.5 hours. After addition of saturated ammonium chloride, the reaction solution was extracted with chloroform. The extract was dried over anhydrous sodium sulfate, the insolu... Reactants: ClC1=CC=C(C=C1)C1=NC=2C(=NC=CC2)N1CC(=O)NCCCN(CC)CC (2-(4-chlorophenyl)-N-[3-(diethylamino)propyl]-3H-imidazo[4,5-b]pyridine-3-acetamide), Cl (hydrogen chloride). Solvent: C(C)(C)O (isopropyl alcohol). The product is Cl.ClC1=CC=C(C=C1)C1=NC=2C(=NC=CC2)N1CC(=O)NCCCN(CC)CC (2-(4-Chlorophenyl)-N-[3-(diethylamino)propyl]-3H-imidazo[4,5-b]pyridine-3-acetamide hydrochloride). Reaction SMILES: [Cl:1][C:2]1[CH:7]=[CH:6][C:5]([C:8]2[N:16]([CH2:17][C:18]([NH:20][CH2:21][CH2:22][CH2:23][N:24]([CH2:27][CH3:28])[CH2:25][CH3:26])=[O:19])[C:11]3=[N:12][CH:13]=[CH:14][CH:15]=[C:10]3[N:9]=2)=[CH:4][CH:3]=1.Cl>C(O)(C)C>[ClH:1].[Cl:1][C:2]1[CH:7]=[CH:6][C:5]([C:8]2[N:16]([CH2:17][C:18]([NH:20][CH2:21][CH2:22][CH2:23][N:24]([CH2:25][CH3:26])[CH2:27][CH3:28])=[O:19])[C:11]3=[N:12][CH:13]=[CH:14][CH:15]=[C:10]3[N:9]=2)=[CH:4][CH:3]=1 |f:3.4|. Procedure details: Approximately 5.7 g of crude 2-(4-chlorophenyl)-N-[3-(diethylamino)propyl]-3H-imidazo[4,5-b]pyridine-3-acetamide was dissolved in hot isopropyl alcohol and acidified with ethereal hydrogen chloride. The solvents were removed under pressure. The residue was redissolved in hot isopropyl alcohol and cooled to room temperature while a solid formed. The solid was collected by filtration, rinsed with an isopropyl alcohol-isopropyl ether solution and finally rinsed with isopropyl ether. Drying under hi... Procedure: 2-(2-Chloro-4-nitro-phenoxymethyl)-pyridine (2.4 g, 9.07 mmol) is suspended in MeOH (30 ml) and treated wet 5% Pt/C (Degussa type, Aldrich, 0.8 g). The flask is flushed with hydrogen gas from a balloon and the reaction mixture is stirred under hydrogen atmosphere until reaction is complete by TLC (ca 2 hours). The reaction mixture is filtered through a Celite plug and the solvent is removed under reduced pressure. The crude product is redissolved in DCM, dried (MgSO4) and concentrated to yield 1... Run in CO (MeOH). Yield: 79.7%. Reaction SMILES: [Cl:1][C:2]1[CH:15]=[C:14]([N+:16]([O-])=O)[CH:13]=[CH:12][C:3]=1[O:4][CH2:5][C:6]1[CH:11]=[CH:10][CH:9]=[CH:8][N:7]=1>CO.[Pt]>[Cl:1][C:2]1[CH:15]=[C:14]([NH2:16])[CH:13]=[CH:12][C:3]=1[O:4][CH2:5][C:6]1[CH:11]=[CH:10][CH:9]=[CH:8][N:7]=1. Reactants: ClC1=C(OCC2=NC=CC=C2)C=CC(=C1)[N+](=O)[O-] (2-(2-Chloro-4-nitro-phenoxymethyl)-pyridine). Yields the product ClC=1C=C(C=CC1OCC1=NC=CC=C1)N (3-Chloro-4-(pyridin-2-ylmethoxy)-phenylamine). Reagents/catalysts: [Pt] (Pt/C). The reactants are BrC1=C(C=C(C(=C1)F)Br)F (1,4-dibromo-2,5-difluorobenzene), Cl (hydrochloric acid), C(CCC)[Li] (n-butyl lithium), C(C)OC1=CC(CC1)=O (3-ethoxy-2-cyclopentenone). Reported procedure: A solution of 27.2 g (0.1 mole) of 1,4-dibromo-2,5-difluorobenzene in 200 ml of ether was blanketed with argon and cooled to -78° C. To this mixture was added 42 ml of n-butyl lithium (2.4 M; 0.10 mole) dropwise via an addition funnel. The solution was stirred at -78° C. for 15 minutes, then allowed to warm to -45° C. To the anion was added 13 ml of 3-ethoxy-2-cyclopentenone (0.10 mole); the solution was kept at -45° for 30 minutes and was then warmed slowly to room temperature. The mixture was ... RXN SMILES: Br[C:2]1[CH:7]=[C:6]([F:8])[C:5]([Br:9])=[CH:4][C:3]=1[F:10].C([Li])CCC.C([O:18][C:19]1[CH2:23][CH2:22][C:21](=O)[CH:20]=1)C.Cl>CCOCC>[Br:9][C:5]1[C:6]([F:8])=[CH:7][C:2]([C:21]2[CH2:22][CH2:23][C:19](=[O:18])[CH:20]=2)=[C:3]([F:10])[CH:4]=1. Reaction conditions: temperature -78 celsius, time 15 minute. The yield is 52.0%. The product is BrC1=CC(=C(C=C1F)C1=CC(CC1)=O)F (3-(4'-Bromo-2',5'-difluorophenyl)-2-cyclopentenone). Run in CCOCC (ether). The reactants are Oc1ccc(OCc2ccccc2)cc1, CCOC1=NC2Cc3ccccc3C2O1, Cc1ccccc1, CCOCC, Cc1ccc(S(=O)(=O)O)cc1. Yields the product CCOC(=O)NC1Cc2ccccc2C1Oc1ccc(OCc2ccccc2)cc1. RXN SMILES: [CH2:16]([c:17]1[cH:18][cH:19][cH:20][cH:21][cH:22]1)[O:23][c:24]1[cH:25][cH:26][c:27]([OH:30])[cH:28][cH:29]1.[CH2:1]([CH3:2])[O:3][C:4]1=[N:8][CH:7]2[CH:6]([O:5]1)[c:15]1[c:10]([cH:11][cH:12][cH:13][cH:14]1)[CH2:9]2.[CH3:42][c:43]1[cH:44][cH:45][cH:46][cH:47][cH:48]1.[CH3:49][CH2:50][O:51][CH2:52][CH3:53].[c:31]1([CH3:32])[cH:33][cH:34][c:35]([S:36]([OH:37])(=[O:38])=[O:39])[cH:40][cH:41]1>>[CH2:1]([CH3:2])[O:3][C:4](=[O:5])[NH:8][CH:7]1[CH:6]([O:30][c:27]2[cH:26][cH:25][c:24]([O:23][CH2:16][c:17]3[cH:18][cH:19][cH:20][cH:21][cH:22]3)[cH:29][cH:28]2)[c:15]2[c:10]([cH:11][cH:12][cH:13][cH:14]2)[CH2:9]1.